Dataset: the Open Reaction Database (ORD), a public repository of structured organic reaction records. Task: describe an organic reaction: reactants, conditions, products, and yield Starting materials: ClC1=NC=C(C(=O)N)C(=C1)NC1(CC1)C1=CC=CC=C1 (6-chloro-4-(1-phenylcyclopropylamino)nicotinamide), NC1=CC=C(C=C1)N1CCN(CC1)C(CC)=O (1-(4-(4-aminophenyl)piperazin-1-yl)propan-1-one), C=1C=CC(=CC1)P(C=2C=CC=CC2)C3=CC=C4C=CC=CC4=C3C5=C6C=CC=CC6=CC=C5P(C=7C=CC=CC7)C=8C=CC=CC8 (BINAP), C(=O)([O-])[O-].[Cs+].[Cs+] (Cs2CO3). The reagents and catalysts are CC(=O)[O-].CC(=O)[O-].[Pd+2] (Pd(OAc)2). The solvent is O1CCOCC1 (dioxane). Conditions: temperature 80 celsius. Product: C1(=CC=CC=C1)C1(CC1)NC1=CC(=NC=C1C(=O)N)NC1=CC=C(C=C1)N1CCN(CC1)C(CC)=O (4-(1-phenylcyclopropylamino)-6-(4-(4-propionylpiperazin-1-yl)phenylamino)nicotinamide). Isolated yield 19.0%. Reaction SMILES: Cl[C:2]1[CH:10]=[C:9]([NH:11][C:12]2([C:15]3[CH:20]=[CH:19][CH:18]=[CH:17][CH:16]=3)[CH2:14][CH2:13]2)[C:5]([C:6]([NH2:8])=[O:7])=[CH:4][N:3]=1.[NH2:21][C:22]1[CH:27]=[CH:26][C:25]([N:28]2[CH2:33][CH2:32][N:31]([C:34](=[O:37])[CH2:35][CH3:36])[CH2:30][CH2:29]2)=[CH:24][CH:23]=1.C1C=CC(P(C2C(C3C(P(C4C=CC=CC=4)C4C=CC=CC=4)=CC=C4C=3C=CC=C4)=C3C(C=CC=C3)=CC=2)C2C=CC=CC=2)=CC=1.C([O-])([O-])=O.[Cs+].[Cs+]>O1CCOCC1.CC([O-])=O.CC([O-])=O.[Pd+2]>[C:15]1([C:12]2([NH:11][C:9]3[C:5]([C:6]([NH2:8])=[O:7])=[CH:4][N:3]=[C:2]([NH:21][C:22]4[CH:23]=[CH:24][C:25]([N:28]5[CH2:29][CH2:30][N:31]([C:34](=[O:37])[CH2:35][CH3:36])[CH2:32][CH2:33]5)=[CH:26][CH:27]=4)[CH:10]=3)[CH2:14][CH2:13]2)[CH:20]=[CH:19][CH:18]=[CH:17][CH:16]=1 |f:3.4.5,7.8.9|. Procedure: To a solution of 6-chloro-4-(1-phenylcyclopropylamino)nicotinamide (50 mg, 0.174 mmol) in dioxane (1 mL) was added 1-(4-(4-aminophenyl)piperazin-1-yl)propan-1-one (61 mg, 0.261 mmol), BINAP (22 mg, 0.035 mmol), Pd(OAc)2 (8 mg, 0.035 mmol) and Cs2CO3 (170 mg, 0.52 mmol). After degassed with Argon, the mixture was heated at 80° C. for 15 h. The mixture was diluted with dioxane, precipitate was filtered off, filter cake was washed with AcCN, the filtrate was concentrated and purified by preparative... Reactants: [BH4-], CCO, [Na+], Cc1csc2ncc(C(=O)CC(C)c3ccccc3)n12. Product: Cc1csc2ncc(C(O)CC(C)c3ccccc3)n12. As a reaction SMILES: [BH4-:21].[CH3:23][CH2:24][OH:25].[Na+:22].[c:1]1([CH:7]([CH2:8][C:9](=[O:10])[c:11]2[cH:12][n:13][c:14]3[s:15][cH:16][c:17]([CH3:19])[n:18]23)[CH3:20])[cH:2][cH:3][cH:4][cH:5][cH:6]1>>[c:1]1([CH:7]([CH2:8][CH:9]([OH:10])[c:11]2[cH:12][n:13][c:14]3[s:15][cH:16][c:17]([CH3:19])[n:18]23)[CH3:20])[cH:2][cH:3][cH:4][cH:5][cH:6]1.